Dataset: the Open Reaction Database (ORD), a public repository of structured organic reaction records. Task: describe an organic reaction: reactants, conditions, products, and yield Reaction SMILES: [CH2:1]([O:3][C:4](=[O:27])[N:5]([C:13]1[CH:18]=[C:17]([C:19]([F:22])([F:21])[F:20])[N:16]=[C:15](Cl)[C:14]=1[N+:24]([O-:26])=[O:25])[CH2:6][C:7]1[CH:12]=[CH:11][CH:10]=[CH:9][CH:8]=1)[CH3:2].[OH-].[NH3:29]>O1CCCC1>[CH2:1]([O:3][C:4](=[O:27])[N:5]([C:13]1[CH:18]=[C:17]([C:19]([F:22])([F:21])[F:20])[N:16]=[C:15]([NH2:29])[C:14]=1[N+:24]([O-:26])=[O:25])[CH2:6][C:7]1[CH:12]=[CH:11][CH:10]=[CH:9][CH:8]=1)[CH3:2] |f:1.2|. The solvent is O1CCCC1 (tetrahydrofuran). Yields the product C(C)OC(N(CC1=CC=CC=C1)C1=C(C(=NC(=C1)C(F)(F)F)N)[N+](=O)[O-])=O (ethyl-[2-amino-3-nitro-6-(trifluoromethyl)-pyridin-4-yl]-benzylcarbamate). Procedure details: Ethyl-[2-chloro-3-nitro-6-(trifluoromethyl)-pyridin-4-yl]-benzylcarbamate (63 gm 160 mmol) was dissolved in tetrahydrofuran (300 mL) and to this was added concentrated ammonia hydroxide solution (0.88 specific gravity, 100 mL) to give two phases. This was transferred to a pressure vessel, sealed and heated to 80° C. with stirring for 2 hours. The tetrahydrofuran was evaporated and the residue was partitioned between saturated brine and diethyl ether. The organic extracts were dried over sodium s... Run at temperature 80 celsius, time 2 hour. The reactants are C(C)OC(N(CC1=CC=CC=C1)C1=C(C(=NC(=C1)C(F)(F)F)Cl)[N+](=O)[O-])=O (Ethyl-[2-chloro-3-nitro-6-(trifluoromethyl)-pyridin-4-yl]-benzylcarbamate), [OH-].N (ammonia hydroxide). The reactants are [Na] (sodium), C(=C)C(=O)C (Methyl vinyl ketone), C(=C)C(=O)C (Methyl vinyl ketone), C(C)C1C(CCCC2=C1C=C1C=NN(C1=C2)C2=CC=C(C=C2)F)=O (5-ethyl-1-(4-fluorophenyl)-5,7,8,9-tetrahydrocyclohepta[f]indazol-6(1H)-one), C(=C)C(=O)C (methyl vinyl ketone). The solvent is CCO (EtOH), CCO (EtOH). Reaction conditions: temperature 35 celsius, time 30 minute. Product: C(C)C12C(CCCC=3C=C4N(N=CC4=CC31)C3=CC=C(C=C3)F)=CC(CC2)=O (12b-Ethyl-9-(4-fluorophenyl)-1,2,6,7,9,12b-hexahydro-5H-9,10-diaza-benzo[3,4]cyclohepta[1,2-f]inden-3-one). Isolated yield 80.1%. As a reaction SMILES: [Na].[CH2:2]([CH:4]1[C:10]2[CH:11]=[C:12]3[C:16](=[CH:17][C:9]=2[CH2:8][CH2:7][CH2:6][C:5]1=O)[N:15]([C:18]1[CH:23]=[CH:22][C:21]([F:24])=[CH:20][CH:19]=1)[N:14]=[CH:13]3)[CH3:3].[CH:26]([C:28]([CH3:30])=[O:29])=[CH2:27]>CCO>[CH2:2]([C:4]12[CH2:27][CH2:26][C:28](=[O:29])[CH:30]=[C:5]1[CH2:6][CH2:7][CH2:8][C:9]1[CH:17]=[C:16]3[C:12](=[CH:11][C:10]=12)[CH:13]=[N:14][N:15]3[C:18]1[CH:19]=[CH:20][C:21]([F:24])=[CH:22][CH:23]=1)[CH3:3] |^1:0|. Procedure details: A three necked round bottom flask with septum, nitrogen line, thermometer and stir bar was charged with EtOH (50 mL) and sodium (0.348 g, 15.1 mmol). The mixture was stirred until the reaction was complete, then 5-ethyl-1-(4-fluorophenyl)-5,7,8,9-tetrahydrocyclohepta[f]indazol-6(1H)-one (7, R1=4-Fluorophenyl, R2=Ethyl) (3.25 g, 10.1 mmol) suspended in EtOH (50 mL) was added. The mixture was heated to about 35° C. for about 10 min then methyl vinyl ketone (0.777 g, 11.09 mmol) was added. The mixt... Procedure: Synthesized as for N-(3-chloroobenzoyl)caprolactam (Example XXVII) using valerolactam (Aldrich) in place of caprolactam. Yields the product ClC=1C=C(C(=O)N2C(CCCC2)=O)C=CC1 (N-(3 -chlorobenzoyl)valerolactam). As a reaction SMILES: [Cl:1][C:2]1[CH:3]=[C:4]([CH:15]=[CH:16][CH:17]=1)[C:5]([N:7]1[CH2:13][CH2:12][CH2:11][CH2:10]C[C:8]1=[O:14])=[O:6].C1(=O)NCCCC1>>[Cl:1][C:2]1[CH:3]=[C:4]([CH:15]=[CH:16][CH:17]=1)[C:5]([N:7]1[CH2:13][CH2:12][CH2:11][CH2:10][C:8]1=[O:14])=[O:6]. Starting materials: ClC=1C=C(C(=O)N2C(CCCCC2)=O)C=CC1 (N-(3 -chlorobenzoyl)caprolactam), C1(CCCCN1)=O (valerolactam). Starting materials: C(C)(C)(C)OC(NC1=C(C(=C(C=C1)F)C(OC)C(NCC1=CC=C(C=C1)C#N)=O)F)=O ((RS)-{3-[(4-cyano-benzylcarbamoyl)-methoxy-methyl]-2,4-difluoro-phenyl}-carbamic acid tert-butyl ester), Cl (HCl). Run in O1CCOCC1 (dioxane), O1CCOCC1 (dioxane). Reaction conditions: time 3 hour. Product: NC=1C(=C(C(=CC1)F)C(C(=O)NCC1=CC=C(C=C1)C#N)OC)F ((RS)-2-(3-amino-2,6-difluoro-phenyl)-N-(4-cyano-benzyl)-2-methoxy-acetamide). The yield is 54.5%. Reaction SMILES: C(OC(=O)[NH:7][C:8]1[CH:13]=[CH:12][C:11]([F:14])=[C:10]([CH:15]([C:18](=[O:29])[NH:19][CH2:20][C:21]2[CH:26]=[CH:25][C:24]([C:27]#[N:28])=[CH:23][CH:22]=2)[O:16][CH3:17])[C:9]=1[F:30])(C)(C)C.Cl>O1CCOCC1>[NH2:7][C:8]1[C:9]([F:30])=[C:10]([CH:15]([O:16][CH3:17])[C:18]([NH:19][CH2:20][C:21]2[CH:26]=[CH:25][C:24]([C:27]#[N:28])=[CH:23][CH:22]=2)=[O:29])[C:11]([F:14])=[CH:12][CH:13]=1. Procedure: To a stirred solution of (RS)-{3-[(4-cyano-benzylcarbamoyl)-methoxy-methyl]-2,4-difluoro-phenyl}-carbamic acid tert-butyl ester (514 mg) at rt in dioxane (10 ml) under an argon atmosphere was added 4 M HCl solution in dioxane (6 ml). Stirring at rt was then continued for 3 h. The light yellow solution was concentrated. The solid residue was suspended in EtOAc and washed with 1 N NaOH. The organic layer was dried over MgSO4, filtered and concentrated. The crude product was purified by flash chrom... RXN SMILES: [Br-:9].[CH2:18]1[CH2:21][CH2:20][CH2:19][O:22]1.[ClH:17].[Cu:23][I:24].[S:1]1[CH2:2][CH2:3][CH:4]([C:7]#[N:8])[CH2:5][CH2:6]1.[c:10]1([Mg+:16])[cH:11][cH:12][cH:13][cH:14][cH:15]1>>[S:1]1[CH2:2][CH2:3][CH:4]([C:7]([c:10]2[cH:11][cH:12][cH:13][cH:14][cH:15]2)=[O:22])[CH2:5][CH2:6]1. Product: O=C(c1ccccc1)C1CCSCC1. The reactants are [Br-], C1CCOC1, Cl, [Cu]I, N#CC1CCSCC1, [Mg+]c1ccccc1. The reactants are CC(=O)Cl, CN(C)c1ccccc1, Cc1cc(Br)cnc1N, O. Yields the product CC(=O)Nc1ncc(Br)cc1C. Reaction SMILES: [CH3:10][C:11]([Cl:12])=[O:13].[CH3:15][N:16]([c:17]1[cH:18][cH:19][cH:20][cH:21][cH:22]1)[CH3:23].[NH2:1][c:2]1[n:3][cH:4][c:5]([Br:9])[cH:6][c:7]1[CH3:8].[OH2:14]>>[NH:1]([c:2]1[n:3][cH:4][c:5]([Br:9])[cH:6][c:7]1[CH3:8])[C:11]([CH3:10])=[O:13]. The reactants are C(C)(=O)OC1=CC=C(C=CCCl)C=C1 (p-acetoxycinnamyl chloride), C1NCC2=CC=CC=C12 (isoindoline). Solvent: C(C)O (ethanol), C(C)O (ethanol). Reaction conditions: time 8 hour. The product is Cl.OC1=CC=C(C=CCN2CC3=CC=CC=C3C2)C=C1 (N-(p-hydroxycinnamyl)-isoindoline hydrochloride). Isolated yield 50.3%. RXN SMILES: C([O:4][C:5]1[CH:14]=[CH:13][C:8]([CH:9]=[CH:10][CH2:11][Cl:12])=[CH:7][CH:6]=1)(=O)C.[CH2:15]1[C:23]2[C:18](=[CH:19][CH:20]=[CH:21][CH:22]=2)[CH2:17][NH:16]1>C(O)C>[ClH:12].[OH:4][C:5]1[CH:6]=[CH:7][C:8]([CH:9]=[CH:10][CH2:11][N:16]2[CH2:17][C:18]3[C:23](=[CH:22][CH:21]=[CH:20][CH:19]=3)[CH2:15]2)=[CH:13][CH:14]=1 |f:3.4|. Procedure details: The process for preparing this compound will be given below along with its physical properties. A solution of 4.6 grams of p-acetoxycinnamyl chloride in 30 milliliters of ethanol is added dropwise to a solution of 6.49 grams of isoindoline in 20 milliliters of ethanol, and the resulting mixture is stirred overnight at room temperature. The precipitated crystals are collected by filtration and recrystallized from methanol to obtain 3.16 grams (yield 50%) of N-(p-hydroxycinnamyl)-isoindoline hydro...